Dataset: the Open Reaction Database (ORD), a public repository of structured organic reaction records. Task: describe an organic reaction: reactants, conditions, products, and yield Starting materials: ClCCl, CCN(C(C)C)C(C)C, Cc1ccc(S(=O)(=O)Cl)cc1, OCC1CCc2ccc3ncccc3c2O1. The product is Cc1ccc(S(=O)(=O)OCC2CCc3ccc4ncccc4c3O2)cc1. RXN SMILES: [CH2:37]([Cl:38])[Cl:39].[CH:28]([N:29]([CH2:30][CH3:31])[CH:32]([CH3:33])[CH3:34])([CH3:35])[CH3:36].[c:17]1([CH3:27])[cH:18][cH:19][c:20]([S:23](=[O:24])(=[O:25])[Cl:26])[cH:21][cH:22]1.[n:1]1[cH:2][cH:3][cH:4][c:5]2[c:6]3[c:11]([cH:12][cH:13][c:14]12)[CH2:10][CH2:9][CH:8]([CH2:15][OH:16])[O:7]3>>[n:1]1[cH:2][cH:3][cH:4][c:5]2[c:6]3[c:11]([cH:12][cH:13][c:14]12)[CH2:10][CH2:9][CH:8]([CH2:15][O:16][S:23]([c:20]1[cH:19][cH:18][c:17]([CH3:27])[cH:22][cH:21]1)(=[O:24])=[O:25])[O:7]3. The reactants are CCOC(=O)C=C1CCCc2cccnc21, O=C(O)C(F)(F)F. The product is CCOC(=O)CC1CCCc2cccnc21. Reaction SMILES: [CH2:1]([CH3:2])[O:3][C:4]([CH:5]=[C:6]1[CH2:7][CH2:8][CH2:9][c:10]2[cH:11][cH:12][cH:13][n:14][c:15]21)=[O:16].[F:17][C:18]([F:19])([F:20])[C:21]([OH:22])=[O:23]>>[CH2:1]([CH3:2])[O:3][C:4]([CH2:5][CH:6]1[CH2:7][CH2:8][CH2:9][c:10]2[cH:11][cH:12][cH:13][n:14][c:15]21)=[O:16]. Reactants: FC1=CC=C(C=C1)C(C1CCNCC1)C1=CC=C(C=C1)F (4-[Bis(4-fluorophenyl)methyl]piperidine), ClCCC1CC2=C(C(N(C1)C)=O)C=CC=N2 (8-(2-chloroethyl)-6,7,8,9-tetrahydro-6-methyl-5H-pyrido[3,2-c]azepin-5-one). The solvent is C(C)O (ethanol). Product: Cl.FC1=CC=C(C=C1)C(C1CCN(CC1)CCC1CC2=C(C(N(C1)C)=O)C=CC=N2)C2=CC=C(C=C2)F (8-[2-[4-[bis(4-Fluorophenyl)methyl]-1-piperidinyl]ethyl]-6,7,8,9-tetrahydro-6-methyl-5H-pyrido[3,2-c]-azepin-5-one hydrochloride). As a reaction SMILES: [F:1][C:2]1[CH:7]=[CH:6][C:5]([CH:8]([C:15]2[CH:20]=[CH:19][C:18]([F:21])=[CH:17][CH:16]=2)[CH:9]2[CH2:14][CH2:13][NH:12][CH2:11][CH2:10]2)=[CH:4][CH:3]=1.[Cl:22][CH2:23][CH2:24][CH:25]1[CH2:31][N:30]([CH3:32])[C:29](=[O:33])[C:28]2[CH:34]=[CH:35][CH:36]=[N:37][C:27]=2[CH2:26]1>C(O)C>[ClH:22].[F:21][C:18]1[CH:17]=[CH:16][C:15]([CH:8]([C:5]2[CH:6]=[CH:7][C:2]([F:1])=[CH:3][CH:4]=2)[CH:9]2[CH2:14][CH2:13][N:12]([CH2:23][CH2:24][CH:25]3[CH2:31][N:30]([CH3:32])[C:29](=[O:33])[C:28]4[CH:34]=[CH:35][CH:36]=[N:37][C:27]=4[CH2:26]3)[CH2:11][CH2:10]2)=[CH:20][CH:19]=1 |f:3.4|. Procedure: 4-[Bis(4-fluorophenyl)methyl]piperidine and 8-(2-chloroethyl)-6,7,8,9-tetrahydro-6-methyl-5H-pyrido[3,2-c]azepin-5-one in ethanol are reacted by heating to reflux for about 20 hr. The solution is concentrated on a rotary evaporator and the residue is partitioned between aqueous dilute base and chloroform. The chloroform layer is dried over anhydrous sodium sulfate and concentrated. The residue is chromatographed by high pressure liquid chromatography using ethyl acetate and triethylamine over si... Starting materials: ClC1=CC(=CC=C1)C(=O)OO (m-chloroperbenzoic acid), C(CCC)OCCOC1=CC=C(C=C1)C=1C=CC2=C(C=C(CCN2CCC)C(=O)NC2=CC=C(C=C2)SCC2=CN=NN2CCC)C1 (7-[4-(2-butoxyethoxy)phenyl]-1-propyl-N-[4-[[(1-propyl-1,2,3-triazol-5-yl)methyl]sulfanyl]phenyl]-2,3-dihydro-1-benzazepine-4-carboxamide), S(=S)(=O)([O-])[O-].[Na+].[Na+] (sodium thiosulfate). Solvent: C(Cl)Cl (methylene chloride), C(Cl)Cl (methylene chloride). Run at time 15 minute. Product: C(CCC)OCCOC1=CC=C(C=C1)C=1C=CC2=C(C=C(CCN2CCC)C(=O)NC2=CC=C(C=C2)S(=O)CC2=CN=NN2CCC)C1 (7-[4-(2-butoxyethoxy)phenyl]-1-propyl-N-[4-[[(1-propyl-1,2,3-triazol-5-yl)methyl]sulfinyl]phenyl]-2,3-dihydro-1-benzazepine-4-carboxamide). Isolated yield 46.0%. Reaction SMILES: [CH2:1]([O:5][CH2:6][CH2:7][O:8][C:9]1[CH:14]=[CH:13][C:12]([C:15]2[CH:16]=[CH:17][C:18]3[N:24]([CH2:25][CH2:26][CH3:27])[CH2:23][CH2:22][C:21]([C:28]([NH:30][C:31]4[CH:36]=[CH:35][C:34]([S:37][CH2:38][C:39]5[N:43]([CH2:44][CH2:45][CH3:46])[N:42]=[N:41][CH:40]=5)=[CH:33][CH:32]=4)=[O:29])=[CH:20][C:19]=3[CH:47]=2)=[CH:11][CH:10]=1)[CH2:2][CH2:3][CH3:4].ClC1C=CC=C(C(OO)=[O:56])C=1.S([O-])([O-])(=O)=S.[Na+].[Na+]>C(Cl)Cl>[CH2:1]([O:5][CH2:6][CH2:7][O:8][C:9]1[CH:10]=[CH:11][C:12]([C:15]2[CH:16]=[CH:17][C:18]3[N:24]([CH2:25][CH2:26][CH3:27])[CH2:23][CH2:22][C:21]([C:28]([NH:30][C:31]4[CH:32]=[CH:33][C:34]([S:37]([CH2:38][C:39]5[N:43]([CH2:44][CH2:45][CH3:46])[N:42]=[N:41][CH:40]=5)=[O:56])=[CH:35][CH:36]=4)=[O:29])=[CH:20][C:19]=3[CH:47]=2)=[CH:13][CH:14]=1)[CH2:2][CH2:3][CH3:4] |f:2.3.4|. Procedure: 7-[4-(2-butoxyethoxy)phenyl]-1-propyl-N-[4-[[(1-propyl-1,2,3-triazol-5-yl)methyl]sulfanyl]phenyl]-2,3-dihydro-1-benzazepine-4-carboxamide (0.53 g) was dissolved in methylene chloride (15.9 ml), and to the solution was added dropwise a solution of m-chloroperbenzoic acid (0.21 g) in methylene chloride (10.6 ml) at −78° C. The mixture was stirred for 15 minutes, and an aqueous solution of saturated sodium thiosulfate was added to the mixture. The mixture was extracted with ethyl acetate, washed wi... Starting materials: ClCSC1=CC=CC=C1 (chloromethyl phenylsulfide), C(C)OCC(=O)O (2-ethoxyacetic acid), C(=O)([O-])[O-].[Cs+].[Cs+] (Cs2CO3). The solvent is O (H2O), CN(C)C=O (DMF), O (water). Run at temperature 70 celsius. Product: C(C)OCC(=O)OCSC1=CC=CC=C1 ((phenylthio)methyl 2-ethoxyacetate). Isolated yield 68.7%. As a reaction SMILES: C([O-])([O-])=O.[Cs+].[Cs+].[CH2:7]([O:9][CH2:10][C:11]([OH:13])=[O:12])[CH3:8].Cl[CH2:15][S:16][C:17]1[CH:22]=[CH:21][CH:20]=[CH:19][CH:18]=1>CN(C=O)C.O>[CH2:7]([O:9][CH2:10][C:11]([O:13][CH2:15][S:16][C:17]1[CH:22]=[CH:21][CH:20]=[CH:19][CH:18]=1)=[O:12])[CH3:8] |f:0.1.2|. Reported procedure: To a mixture of Cs2CO3 (29.5 g, 91 mmol) in DMF (150 mL) at 0° C. was added 2-ethoxyacetic acid (18.0 mL, 191 mmol), and the resulting mixture was heated at 70° C. for 30 min. The reaction was cooled to 0° C., chloromethyl phenylsulfide (10.56 mL, 79 mmol) was added, and the reaction was heated at 70° C. for 90 min. The mixture was cooled to room temperature, and then 0° C., before diluting with H2O (200 mL; an exotherm was observed). The reaction mixture was divided into two equal portions and ... Starting materials: CS(C)=O, ClCc1cccc(Cl)c1, [H-], NCCCNc1ccccn1, [Na+], O. The product is NCCCN(Cc1cccc(Cl)c1)c1ccccn1. RXN SMILES: [CH3:24][S:25]([CH3:26])=[O:27].[Cl:14][c:15]1[cH:16][c:17]([CH2:18][Cl:19])[cH:20][cH:21][cH:22]1.[H-:1].[NH2:3][CH2:4][CH2:5][CH2:6][NH:7][c:8]1[n:9][cH:10][cH:11][cH:12][cH:13]1.[Na+:2].[OH2:23]>>[NH2:3][CH2:4][CH2:5][CH2:6][N:7]([c:8]1[n:9][cH:10][cH:11][cH:12][cH:13]1)[CH2:18][c:17]1[cH:16][c:15]([Cl:14])[cH:22][cH:21][cH:20]1.